From a dataset of the Open Reaction Database (ORD), a public repository of structured organic reaction records. describe an organic reaction: reactants, conditions, products, and yield The reactants are C(CC)C=1N(C=C(N1)CCN)CC1=CC=C(C=C1)C1=C(C=CC=C1)C1=NN=NN1C(C1=CC=CC=C1)(C1=CC=CC=C1)C1=CC=CC=C1 (2-n-propyl-4-(2-aminoethyl)-1-{2'-(1-trityl-1H-tetrazol-5-yl)biphenyl-4-yl}methylimidazole), O.C(C=O)(=O)OCC (ethyl glyoxylate hydrate), Cl.C(C)O (hydrogen chloride ethanol). Solvent: O1CCCC1 (tetrahydrofuran), O1CCCC1 (tetrahydrofuran). Run at time 8 hour. The product is C(C(=O)O)(=O)O.C(CC)C1=NC2=C(C(NCC2)C(=O)OCC)N1CC1=CC=C(C=C1)C1=C(C=CC=C1)C1=NN=NN1 (ethyl 2-n-propyl-3-{2'-(1H-tetrazol-5-yl)biphenyl-4-yl}methyl-4,5,6,7-tetrahydroimidazo[4,5-c]pyridine-4-carboxylate oxalate). As a reaction SMILES: [CH2:1]([C:4]1[N:5]([CH2:12][C:13]2[CH:18]=[CH:17][C:16]([C:19]3[CH:24]=[CH:23][CH:22]=[CH:21][C:20]=3[C:25]3[N:29](C(C4C=CC=CC=4)(C4C=CC=CC=4)C4C=CC=CC=4)[N:28]=[N:27][N:26]=3)=[CH:15][CH:14]=2)[CH:6]=[C:7]([CH2:9][CH2:10][NH2:11])[N:8]=1)[CH2:2][CH3:3].O.[C:50]([O:54][CH2:55][CH3:56])(=[O:53])[CH:51]=[O:52].Cl.C([OH:60])C>O1CCCC1>[C:50]([OH:54])(=[O:53])[C:51]([OH:60])=[O:52].[CH2:1]([C:4]1[N:5]([CH2:12][C:13]2[CH:18]=[CH:17][C:16]([C:19]3[CH:24]=[CH:23][CH:22]=[CH:21][C:20]=3[C:25]3[NH:29][N:28]=[N:27][N:26]=3)=[CH:15][CH:14]=2)[C:6]2[CH:51]([C:50]([O:54][CH2:55][CH3:56])=[O:53])[NH:11][CH2:10][CH2:9][C:7]=2[N:8]=1)[CH2:2][CH3:3] |f:1.2,3.4,6.7|. Reported procedure: To a mixture of 2-n-propyl-4-(2-aminoethyl)-1-{2'-(1-trityl-1H-tetrazol-5-yl)biphenyl-4-yl}methylimidazole (21.95 g) and tetrahydrofuran (200 ml) is added a solution of ethyl glyoxylate hydrate (4.25 g) in tetrahydrofuran (20 ml) at 5° C. The mixture is stirred overnight at room temperature and refluxed for 30 minutes. To a mixture is added a 8% hydrogen chloride-ethanol solution (100 ml) at room temperature. The reaction mixture is stirred for 30 minutes, and evaporated to remove the solvent. T... Starting materials: O=C(OOC(=O)c1ccccc1)c1ccccc1, CCOC(=O)N=C1[SH]=C(Br)CN1c1cccc(C(F)(F)F)c1, CCCC[SnH](CCCC)CCCC, C1CCOC1. Yields the product CCOC(=O)N=C1[SH]=CCN1c1cccc(C(F)(F)F)c1. As a reaction SMILES: [C:36]([O:37][O:38][C:39](=[O:40])[c:41]1[cH:42][cH:43][cH:44][cH:45][cH:46]1)(=[O:47])[c:48]1[cH:49][cH:50][cH:51][cH:52][cH:53]1.[CH2:1]([CH3:2])[O:3][C:4](=[O:5])[N:6]=[C:7]1[SH:8]=[C:9]([Br:22])[CH2:10][N:11]1[c:12]1[cH:13][c:14]([C:18]([F:19])([F:20])[F:21])[cH:15][cH:16][cH:17]1.[CH2:23]([SnH:24]([CH2:25][CH2:26][CH2:27][CH3:28])[CH2:29][CH2:30][CH2:31][CH3:32])[CH2:33][CH2:34][CH3:35].[O:54]1[CH2:55][CH2:56][CH2:57][CH2:58]1>>[CH2:1]([CH3:2])[O:3][C:4](=[O:5])[N:6]=[C:7]1[SH:8]=[CH:9][CH2:10][N:11]1[c:12]1[cH:13][c:14]([C:18]([F:19])([F:20])[F:21])[cH:15][cH:16][cH:17]1. Reactants: C(C)(C)(C)OC(=O)N1CCC(CC1)C(=O)OCC (ethyl N-tert-butoxycarbonylpiperidine-4-carboxylate), C[Si](C)(C)[N-][Si](C)(C)C.[Na+] (sodium bis(trimethylsilyl)amide), FC(OC=1C=C(CBr)C=CC1)(F)F (3-(trifluoromethoxy)benzyl bromide), resultant mixture. The solvent is O1CCCC1 (tetrahydrofuran). Run at time 8 hour. The product is C(C)(C)(C)OC(=O)N1CCC(CC1)(C(=O)OCC)CC1=CC(=CC=C1)OC(F)(F)F (Ethyl N-tert-butoxycarbonyl-4-(3-trifluoromethoxybenzyl)piperidine-4-carboxylate). RXN SMILES: [C:1]([O:5][C:6]([N:8]1[CH2:13][CH2:12][CH:11]([C:14]([O:16][CH2:17][CH3:18])=[O:15])[CH2:10][CH2:9]1)=[O:7])([CH3:4])([CH3:3])[CH3:2].C[Si]([N-][Si](C)(C)C)(C)C.[Na+].[F:29][C:30]([F:41])([F:40])[O:31][C:32]1[CH:33]=[C:34]([CH:37]=[CH:38][CH:39]=1)[CH2:35]Br>O1CCCC1>[C:1]([O:5][C:6]([N:8]1[CH2:13][CH2:12][C:11]([CH2:35][C:34]2[CH:37]=[CH:38][CH:39]=[C:32]([O:31][C:30]([F:29])([F:40])[F:41])[CH:33]=2)([C:14]([O:16][CH2:17][CH3:18])=[O:15])[CH2:10][CH2:9]1)=[O:7])([CH3:4])([CH3:3])[CH3:2] |f:1.2|. Reported procedure: To a cold (−78° C.) solution of ethyl N-tert-butoxycarbonylpiperidine-4-carboxylate (5.16 g, 20.05 mmol) in anhydrous tetrahydrofuran (60 mL), a solution of sodium bis(trimethylsilyl)amide (28 mL, 1M, 28 mmol) was added over a period of 30 min. The resultant mixture was stirred at −78° C. for 1 h, and 3-(trifluoromethoxy)benzyl bromide (5.90 g, 23.14 mmol) was added. The reacting mixture was allowed to warm to room temp. and stirred overnight. The product mixture was concentrated, and the residu... Starting materials: COc1c(C=Cc2ccc(NS(C)(=O)=O)cc2C(=O)N2CCOCC2)cc(-n2ccc(=O)[nH]c2=O)cc1C(C)(C)C, CC(C)(C)O[Al+2], C1CCOC1, [H-], [H-], [H-], [Li+]. Yields the product COc1c(C=Cc2ccc(NS(C)(=O)=O)cc2CO)cc(-n2ccc(=O)[nH]c2=O)cc1C(C)(C)C. Reaction SMILES: [C:1]([CH3:2])([CH3:3])([CH3:4])[c:5]1[c:6]([O:40][CH3:41])[c:7]([CH:8]=[CH:9][c:10]2[c:11]([C:21](=[O:22])[N:23]3[CH2:24][CH2:25][O:26][CH2:27][CH2:28]3)[cH:12][c:13]([NH:16][S:17](=[O:18])(=[O:19])[CH3:20])[cH:14][cH:15]2)[cH:29][c:30](-[n:32]2[c:33](=[O:39])[nH:34][c:35](=[O:38])[cH:36][cH:37]2)[cH:31]1.[C:43]([O:44][Al+2:45])([CH3:46])([CH3:47])[CH3:48].[CH2:52]1[O:53][CH2:54][CH2:55][CH2:56]1.[H-:42].[H-:50].[H-:51].[Li+:49]>>[C:1]([CH3:2])([CH3:3])([CH3:4])[c:5]1[c:6]([O:40][CH3:41])[c:7]([CH:8]=[CH:9][c:10]2[c:11]([CH2:21][OH:22])[cH:12][c:13]([NH:16][S:17](=[O:18])(=[O:19])[CH3:20])[cH:14][cH:15]2)[cH:29][c:30](-[n:32]2[c:33](=[O:39])[nH:34][c:35](=[O:38])[cH:36][cH:37]2)[cH:31]1. Starting materials: ice, C(C)(=O)Cl (acetyl chloride), FC(OC1=CC=CC=C1)(F)F (trifluoromethoxybenzene), B(F)(F)F (boron trifluoride). Conditions: time 3 hour. Product: FC(OC1=CC=C(C=C1)C(C)=O)(F)F (p-trifluoromethoxyacetophenone). Yield: 91.1%. RXN SMILES: [C:1](Cl)(=[O:3])[CH3:2].[F:5][C:6]([F:15])([F:14])[O:7][C:8]1[CH:13]=[CH:12][CH:11]=[CH:10][CH:9]=1.B(F)(F)F>>[F:5][C:6]([F:14])([F:15])[O:7][C:8]1[CH:13]=[CH:12][C:11]([C:1](=[O:3])[CH3:2])=[CH:10][CH:9]=1. Procedure: Into a 250 ml stainless steel reactor equipped with a magnetic stirrer system, 100 ml of anhydrous HF, 23.6 g (0.3 mole) of acetyl chloride, and 32.4 g (0.2 mole) of trifluoromethoxybenzene were introduced at around 0° C. The reactor was closed and gaseous boron trifluoride (BF3) introduced until a constant pressure of 6 bars was achieved. The reaction was then allowed to proceed with stirring at ambient temperature for 3 hours. Following reaction, the reactor was decompressed to atmospheric pre... The reactants are Cn1ccccc1=S, CCO, COc1ccc(CCl)cc1. The product is COc1ccc(CSc2cccc[n+]2C)cc1, [Cl-]. RXN SMILES: [CH3:11][n:12]1[c:13](=[S:18])[cH:14][cH:15][cH:16][cH:17]1.[CH3:19][CH2:20][OH:21].[CH3:1][O:2][c:3]1[cH:4][cH:5][c:6]([CH2:7][Cl:8])[cH:9][cH:10]1>>[CH3:1][O:2][c:3]1[cH:4][cH:5][c:6]([CH2:7][S:18][c:13]2[n+:12]([CH3:11])[cH:17][cH:16][cH:15][cH:14]2)[cH:9][cH:10]1.[Cl-:8].